From a dataset of the Open Reaction Database (ORD), a public repository of structured organic reaction records. describe an organic reaction: reactants, conditions, products, and yield Procedure details: To a solution of cis-6-(2,4-dichloro-phenyl)-1,2,4,4a,9,9a-hexahydro-3-aza-fluorene-3-carboxylic acid tert-butyl ester in CH2Cl2-(1.6 mL) was added trifluoroacetic acid (0.4 mL). The reaction mixture was stirred for 2 h at 20° C. then concentrated in vacuo. The residue was basified with NH4OH then extracted with CH2Cl2. The organic layer was dried over MgSO4, filtered and concentrated in vacuo to give the title compound (20 mg, 0.06 mmol): MS (ES) 318.1 (M+H). Reactants: C(C)(C)(C)OC(=O)N1CC[C@H]2CC3=CC=C(C=C3[C@H]2C1)C1=C(C=C(C=C1)Cl)Cl (cis-6-(2,4-dichloro-phenyl)-1,2,4,4a,9,9a-hexahydro-3-aza-fluorene-3-carboxylic acid tert-butyl ester), FC(C(=O)O)(F)F (trifluoroacetic acid). RXN SMILES: C(OC([N:8]1[CH2:20][C@H:19]2[C@H:11]([CH2:12][C:13]3[C:18]2=[CH:17][C:16]([C:21]2[CH:26]=[CH:25][C:24]([Cl:27])=[CH:23][C:22]=2[Cl:28])=[CH:15][CH:14]=3)[CH2:10][CH2:9]1)=O)(C)(C)C.FC(F)(F)C(O)=O>>[Cl:28][C:22]1[CH:23]=[C:24]([Cl:27])[CH:25]=[CH:26][C:21]=1[C:16]1[CH:17]=[C:18]2[C:13](=[CH:14][CH:15]=1)[CH2:12][C@H:11]1[C@@H:19]2[CH2:20][NH:8][CH2:9][CH2:10]1. The product is ClC1=C(C=CC(=C1)Cl)C=1C=C2[C@H]3CNCC[C@H]3CC2=CC1 (cis-6-(2,4-Dichloro-phenyl)-2,3,4,4a,9,9a-hexahydro-1H-3-aza-fluorene). Solvent: CH2Cl2-. Run at temperature 20 celsius, time 2 hour. Reactants: Cl.CNCC[C@@H]1CC[C@H](CC1)COS(=O)(=O)C (trans-methanesulfonic acid 4-(2-methylamino-ethyl)-cyclohexylmethyl ester HCl salt), ClC1=CC=C(C=C1)S(=O)(=O)Cl (4-chloro-benzene sulphonyl chloride). Yields the product ClC1=CC=C(C=C1)S(=O)(=O)N(CC[C@@H]1CC[C@H](CC1)COS(=O)(=O)C)C (trans-methanesulfonic acid 4-{2-[(4-chloro-benzenesulfonyl)-methyl-amino]-ethyl}-cyclohexylmethyl ester). RXN SMILES: Cl.[CH3:2][NH:3][CH2:4][CH2:5][C@H:6]1[CH2:11][CH2:10][C@H:9]([CH2:12][O:13][S:14]([CH3:17])(=[O:16])=[O:15])[CH2:8][CH2:7]1.[Cl:18][C:19]1[CH:24]=[CH:23][C:22]([S:25](Cl)(=[O:27])=[O:26])=[CH:21][CH:20]=1>>[Cl:18][C:19]1[CH:24]=[CH:23][C:22]([S:25]([N:3]([CH3:2])[CH2:4][CH2:5][C@H:6]2[CH2:11][CH2:10][C@H:9]([CH2:12][O:13][S:14]([CH3:17])(=[O:16])=[O:15])[CH2:8][CH2:7]2)(=[O:27])=[O:26])=[CH:21][CH:20]=1 |f:0.1|. Reported procedure: In analogy to the procedure described in example 11.15, trans-methanesulfonic acid 4-(2-methylamino-ethyl)-cyclohexylmethyl ester HCl salt was reacted with 4-chloro-benzene sulphonyl chloride to yield trans-methanesulfonic acid 4-{2-[(4-chloro-benzenesulfonyl)-methyl-amino]-ethyl}-cyclohexylmethyl ester as colorless viscous oil, MS: 424 (MH+, 1Cl). Procedure: The product from Example 212B and (3,5-difluorophenyl)acetic acid were processed using a method similar to that described in Example 10C to afford the title compound. 1H NMR (400 MHz, DMSO-d6) δ ppm 11.75 (s, 1H), 8.32-8.35 (m, 1H), 7.91-8.02 (m, 3H), 7.39-7.41 (m, 2H), 7.24-7.27 (m, 3H), 7.14-7.18 (m, 3H), 4.34 (s, 2H), 3.79 (s, 2H); MS (DCI+) M/Z 455 (M+NH4)+. As a reaction SMILES: [NH2:1][N:2]1[N:11]=[C:10]([S:12][CH2:13][C:14]2[CH:19]=[CH:18][CH:17]=[CH:16][CH:15]=2)[C:9]2[C:4](=[CH:5][CH:6]=[CH:7][CH:8]=2)[C:3]1=[O:20].[F:21][C:22]1[CH:23]=[C:24]([CH2:29][C:30](O)=[O:31])[CH:25]=[C:26]([F:28])[CH:27]=1>>[CH2:13]([S:12][C:10]1[C:9]2[C:4](=[CH:5][CH:6]=[CH:7][CH:8]=2)[C:3](=[O:20])[N:2]([NH:1][C:30](=[O:31])[CH2:29][C:24]2[CH:23]=[C:22]([F:21])[CH:27]=[C:26]([F:28])[CH:25]=2)[N:11]=1)[C:14]1[CH:19]=[CH:18][CH:17]=[CH:16][CH:15]=1. Starting materials: NN1C(C2=CC=CC=C2C(=N1)SCC1=CC=CC=C1)=O (2-amino-4-(benzylthio)phthalazin-1(2H)-one), FC=1C=C(C=C(C1)F)CC(=O)O ((3,5-difluorophenyl)acetic acid). Product: C(C1=CC=CC=C1)SC1=NN(C(C2=CC=CC=C12)=O)NC(CC1=CC(=CC(=C1)F)F)=O (N-[4-(benzylsulfanyl)-1-oxophthalazin-2(1H)-yl]-2-(3,5-difluorophenyl)acetamide). RXN SMILES: [CH2:7]([Cl:8])[CH2:9][Cl:10].[CH3:1][CH2:2][CH2:3][C:4]([OH:5])=[O:6].[CH3:48][N:49]([c:50]1[cH:51][cH:52][n:53][cH:54][cH:55]1)[CH3:56].[OH:11][CH2:12][c:13]1[cH:14][cH:15][c:16]([CH:19]([CH2:20][NH:21][C:22]([O:23][C:24]([CH3:25])([CH3:26])[CH3:27])=[O:28])[C:29](=[O:30])[NH:31][c:32]2[cH:33][c:34]3[cH:35][cH:36][n:37][cH:38][c:39]3[cH:40][cH:41]2)[cH:17][cH:18]1.[cH:42]1[cH:43][cH:44][n:45][cH:46][cH:47]1>>[CH3:1][CH2:2][CH2:3][C:4]([O:5][CH2:12][c:13]1[cH:14][cH:15][c:16]([CH:19]([CH2:20][NH:21][C:22]([O:23][C:24]([CH3:25])([CH3:26])[CH3:27])=[O:28])[C:29](=[O:30])[NH:31][c:32]2[cH:33][c:34]3[cH:35][cH:36][n:37][cH:38][c:39]3[cH:40][cH:41]2)[cH:17][cH:18]1)=[O:6]. Yields the product CCCC(=O)OCc1ccc(C(CNC(=O)OC(C)(C)C)C(=O)Nc2ccc3cnccc3c2)cc1. The reactants are ClCCCl, CCCC(=O)O, CN(C)c1ccncc1, CC(C)(C)OC(=O)NCC(C(=O)Nc1ccc2cnccc2c1)c1ccc(CO)cc1, c1ccncc1. The reactants are CS(C)=O, CNC(=O)c1nc(-c2cccc(C(=O)NCc3ccccc3)c2)cnc1N. The product is CNC(=O)c1nc(-c2cccc(C(C)=O)c2)cnc1N. Reaction SMILES: [CH3:28][S:29]([CH3:30])=[O:31].[NH2:1][c:2]1[c:3]([C:24](=[O:25])[NH:26][CH3:27])[n:4][c:5](-[c:8]2[cH:9][c:10]([C:14](=[O:15])[NH:16][CH2:17][c:18]3[cH:19][cH:20][cH:21][cH:22][cH:23]3)[cH:11][cH:12][cH:13]2)[cH:6][n:7]1>>[NH2:1][c:2]1[c:3]([C:24](=[O:25])[NH:26][CH3:27])[n:4][c:5](-[c:8]2[cH:9][c:10]([C:14](=[O:15])[CH3:28])[cH:11][cH:12][cH:13]2)[cH:6][n:7]1. Reactants: [BH3-]C#N, C1CCOC1, CC(=O)O, CO, CC1(C)OC(=C2C(=O)Nc3cc(F)c(F)cc32)C=C1c1ccc(C=O)cc1, COC(=O)C1CCNCC1, [Na+], CN(C)C=O, O. The product is COC(=O)C1CCN(Cc2ccc(C3=CC(=C4C(=O)Nc5cc(F)c(F)cc54)OC3(C)C)cc2)CC1. Reaction SMILES: [C:42]([BH3-:43])#[N:44].[CH2:46]1[O:47][CH2:48][CH2:49][CH2:50]1.[CH3:38][C:39](=[O:40])[OH:41].[CH3:56][OH:57].[F:1][c:2]1[cH:3][c:4]2[c:8]([cH:9][c:10]1[F:11])[NH:7][C:6](=[O:12])[C:5]2=[C:13]1[CH:14]=[C:15]([c:20]2[cH:21][cH:22][c:23]([CH:24]=[O:25])[cH:26][cH:27]2)[C:16]([CH3:18])([CH3:19])[O:17]1.[NH:28]1[CH2:29][CH2:30][CH:31]([C:32](=[O:33])[O:34][CH3:35])[CH2:36][CH2:37]1.[Na+:45].[O:51]=[CH:52][N:53]([CH3:54])[CH3:55].[OH2:58]>>[F:1][c:2]1[cH:3][c:4]2[c:8]([cH:9][c:10]1[F:11])[NH:7][C:6](=[O:12])[C:5]2=[C:13]1[CH:14]=[C:15]([c:20]2[cH:21][cH:22][c:23]([CH2:24][N:28]3[CH2:29][CH2:30][CH:31]([C:32](=[O:33])[O:34][CH3:35])[CH2:36][CH2:37]3)[cH:26][cH:27]2)[C:16]([CH3:18])([CH3:19])[O:17]1. Starting materials: [BH4-], CO, CC1(C)CCCC(=O)c2ccccc21, [Na+]. The product is CC1(C)CCCC(O)c2ccccc21. RXN SMILES: [BH4-:15].[CH3:17][OH:18].[CH3:1][C:2]1([CH3:14])[CH2:3][CH2:4][CH2:5][C:6](=[O:13])[c:7]2[c:8]1[cH:9][cH:10][cH:11][cH:12]2.[Na+:16]>>[CH3:1][C:2]1([CH3:14])[CH2:3][CH2:4][CH2:5][CH:6]([OH:13])[c:7]2[c:8]1[cH:9][cH:10][cH:11][cH:12]2. Reactants: C(=S)(N1C(C=CC=C1)=O)N1C(C=CC=C1)=O (1,1′-thiocarbonyldipyridin-2(1H)-one), COC1=CC(=NC=N1)N (6-methoxypyrimidin-4-amine). Solvent: ClCCl (dichloromethane). Conditions: time 18 hour. The product is N(=C=S)C1=NC=NC(=C1)OC (4-Isothiocyanato-6-methoxypyrimidine). RXN SMILES: [C:1](N1C=CC=CC1=O)(N1C=CC=CC1=O)=[S:2].[CH3:17][O:18][C:19]1[N:24]=[CH:23][N:22]=[C:21]([NH2:25])[CH:20]=1>ClCCl>[N:25]([C:21]1[CH:20]=[C:19]([O:18][CH3:17])[N:24]=[CH:23][N:22]=1)=[C:1]=[S:2]. Reported procedure: To a bright orange solution of 1,1′-thiocarbonyldipyridin-2(1H)-one (1.86 g, 7.99 mmol) in dichloromethane at room temperature was added 6-methoxypyrimidin-4-amine (1 g, 8 mmol). The orange solution was stirred at room temperature for 18 hours. The LC/MS showed the desired product as one of the major peaks. The deep orange solution was concentrated and the remaining residue was filtered. The filtrate was purified by silica gel chromatography (10-50% ethyl acetate/hexanes) to afford 4-isothiocyan... As a reaction SMILES: CCCC([NH:6][C@@H:7]1[C:11](=[O:12])[O:10][CH2:9][CH2:8]1)=O.[CH2:13](Cl)[CH2:14]Cl>>[C:11]([OH:12])(=[O:10])[CH2:7][CH2:8][CH3:9].[NH2:6][C@@H:7]1[CH2:8][CH2:9][CH2:13][C@H:11]1[OH:12].[NH2:6][C@@H:7]1[CH2:8][CH2:9][CH2:14][CH2:13][C@H:11]1[OH:12]. Yields the product C(CCC)(=O)O (butyric acid), N[C@H]1[C@@H](CCC1)O (trans-2- amino-cyclopentanol), N[C@H]1[C@@H](CCCC1)O (trans-2-amino-cyclohexanol). Reactants: C(CCl)Cl (EDC), CCCC(=O)N[C@H]1CCOC1=O (C4-HSL). Procedure details: The procedure for the preparation of C4-HSL was used for this series of molecules. The EDC-mediated coupling of butyric acid and trans-2- amino-cyclopentanol or trans-2-amino-cyclohexanol afforded 6 in 66% yield or 8 in 82% yield. 6: IR (KBr) 3284, 2960, 1643, 1567, 1058 cm−1; 1H NMR (500 MHz, CDCl3) δ 0.952 (t, J=7.5 Hz, 3H), 1.40-1.50 (m, 1H), 1.60-1.74 (m, 4H), 1.75-1.82 (m, 1H), 1.96-2.08 (m, 1H), 2.08-2.18 (m, 1H), 2.19 (t, J=7 Hz, 2H), 3.80-3.86 (m, 1H), 3.92-4.00 (m, 1H), 4.90 (s, 1H), 6.... Starting materials: C(C)(C)(C)OC(=O)N1CCN(CC1)C1=NC=C(C=C1)C(NC1=CC(=CC=C1)C(C)(C)C)=O (4-[5-(3-tert-butyl-phenylcarbamoyl)-pyridin-2-yl]-piperazine-1-carboxylic acid tert-butyl ester), C(C)(C)(C)C1=CC=C(C=C1)NC(C1=CN=C(C=C1)N1CCNCC1)=O (N-(4-tert-butyl-phenyl)-6-piperazin-1-yl-nicotinamide). The product is C(C)(C)(C)C=1C=C(C=CC1)NC(C1=CN=C(C=C1)N1CCNCC1)=O (N-(3-tert-Butyl-phenyl)-6-piperazin-1-yl-nicotinamide). RXN SMILES: C(OC([N:8]1[CH2:13][CH2:12][N:11]([C:14]2[CH:19]=[CH:18][C:17]([C:20](=[O:32])[NH:21][C:22]3[CH:27]=[CH:26][CH:25]=[C:24]([C:28]([CH3:31])([CH3:30])[CH3:29])[CH:23]=3)=[CH:16][N:15]=2)[CH2:10][CH2:9]1)=O)(C)(C)C.C(C1C=CC(NC(=O)C2C=CC(N3CCNCC3)=NC=2)=CC=1)(C)(C)C>>[C:28]([C:24]1[CH:23]=[C:22]([NH:21][C:20](=[O:32])[C:17]2[CH:18]=[CH:19][C:14]([N:11]3[CH2:12][CH2:13][NH:8][CH2:9][CH2:10]3)=[N:15][CH:16]=2)[CH:27]=[CH:26][CH:25]=1)([CH3:31])([CH3:29])[CH3:30]. Procedure details: N-(3-tert-Butyl-phenyl)-6-piperazin-1-yl-nicotinamide was prepared from 4-[5-(3-tert-butyl-phenylcarbamoyl)-pyridin-2-yl]-piperazine-1-carboxylic acid tert-butyl ester in a manner similar to the one described in the synthesis of N-(4-tert-butyl-phenyl)-6-piperazin-1-yl-nicotinamide above. HRMS m/z calcd for C20H26N4O [M+H]+: 339.2179. Found: 339.2180.